Dataset: the Open Reaction Database (ORD), a public repository of structured organic reaction records. Task: describe an organic reaction: reactants, conditions, products, and yield Starting materials: CCCCC1CCNCC1, O=c1sc2ccccc2n1CCCCl. Product: CCCCC1CCN(CCCn2c(=O)sc3ccccc32)CC1. RXN SMILES: [CH2:15]([CH2:16][CH2:17][CH3:18])[CH:19]1[CH2:20][CH2:21][NH:22][CH2:23][CH2:24]1.[Cl:1][CH2:2][CH2:3][CH2:4][n:5]1[c:6](=[O:14])[s:7][c:8]2[c:9]1[cH:10][cH:11][cH:12][cH:13]2>>[CH2:2]([CH2:3][CH2:4][n:5]1[c:6](=[O:14])[s:7][c:8]2[c:9]1[cH:10][cH:11][cH:12][cH:13]2)[N:22]1[CH2:21][CH2:20][CH:19]([CH2:15][CH2:16][CH2:17][CH3:18])[CH2:24][CH2:23]1. Starting materials: intermediate 1, FC1=C(C=CC(=C1)C=1C=C2C(=NC1)NC=C2)C2CCN(CC2)C(=O)OC(C)(C)C (tert-butyl 4-(2-fluoro-4-(1H-pyrrolo[2,3-b]pyridin-5-yl)phenyl)piperidine-1-carboxylate), IN1C(CCC1=O)=O (N-iodosuccinimide). Run in C(Cl)Cl (DCM). The product is FC1=C(C=CC(=C1)C=1C=C2C(=NC1)NC=C2I)C2CCN(CC2)C(=O)OC(C)(C)C (tert-butyl 4-(2-fluoro-4-(3-iodo-1H-pyrrolo[2,3-b]pyridin-5-yl)phenyl)piperidine-1-carboxylate). The yield is 94.7%. RXN SMILES: [F:1][C:2]1[CH:7]=[C:6]([C:8]2[CH:9]=[C:10]3[CH:16]=[CH:15][NH:14][C:11]3=[N:12][CH:13]=2)[CH:5]=[CH:4][C:3]=1[CH:17]1[CH2:22][CH2:21][N:20]([C:23]([O:25][C:26]([CH3:29])([CH3:28])[CH3:27])=[O:24])[CH2:19][CH2:18]1.[I:30]N1C(=O)CCC1=O>C(Cl)Cl>[F:1][C:2]1[CH:7]=[C:6]([C:8]2[CH:9]=[C:10]3[C:16]([I:30])=[CH:15][NH:14][C:11]3=[N:12][CH:13]=2)[CH:5]=[CH:4][C:3]=1[CH:17]1[CH2:22][CH2:21][N:20]([C:23]([O:25][C:26]([CH3:29])([CH3:28])[CH3:27])=[O:24])[CH2:19][CH2:18]1. Procedure: Using similar reaction conditions as described in step i of intermediate 1, tert-butyl 4-(2-fluoro-4-(1H-pyrrolo[2,3-b]pyridin-5-yl)phenyl)piperidine-1-carboxylate (320 mg, 0.810 mmol) was iodinated with N-iodosuccinimide (219 mg, 0.972 mmol) in DCM (20 ml) to afford 400 mg (94.7% yield) of the pure product. MS: m/z=522.1 (M+1). Starting materials: BrC1=C(C=2C(=NC(=CC2NS(=O)(=O)C2=CC(=CC=C2)Cl)C)S1)C1=CC(=CC=C1)OC (N-{2-Bromo-6-methyl-3-[3-(methyloxy)phenyl]thieno[2,3-b]pyridin-4-yl}-3-chlorobenzenesulfonamide), N1CCCC1 (pyrrolidine), C(C)(C)(C)P(C1=C(C=CC=C1)C1=C(C=C(C=C1C(C)C)C(C)C)C(C)C)C(C)(C)C (2-di-tert-butylphosphino-2′,4′,6′-triisopropylbiphenyl), C(=O)([O-])[O-].[Cs+].[Cs+] (Cs2CO3). The reagents and catalysts are C=1C=CC(=CC1)/C=C/C(=O)/C=C/C2=CC=CC=C2.C=1C=CC(=CC1)/C=C/C(=O)/C=C/C2=CC=CC=C2.C=1C=CC(=CC1)/C=C/C(=O)/C=C/C2=CC=CC=C2.[Pd].[Pd] (Pd2(dba)3). Run in C1CCOC1 (THF). Reaction conditions: temperature 70 celsius. The product is ClC=1C=C(C=CC1)S(=O)(=O)NC1=C2C(=NC(=C1)C)SC(=C2C2=CC(=CC=C2)OC)N2CCCC2 (3-Chloro-N-[6-methyl-3-[3-(methyloxy)phenyl]-2-(1-pyrrolidinyl)thieno[2,3-b]pyridin-4-yl]-benzenesulfonamide). Isolated yield 8.0%. As a reaction SMILES: Br[C:2]1[S:22][C:5]2=[N:6][C:7]([CH3:21])=[CH:8][C:9]([NH:10][S:11]([C:14]3[CH:19]=[CH:18][CH:17]=[C:16]([Cl:20])[CH:15]=3)(=[O:13])=[O:12])=[C:4]2[C:3]=1[C:23]1[CH:28]=[CH:27][CH:26]=[C:25]([O:29][CH3:30])[CH:24]=1.[NH:31]1[CH2:35][CH2:34][CH2:33][CH2:32]1.C(P(C(C)(C)C)C1C=CC=CC=1C1C(C(C)C)=CC(C(C)C)=CC=1C(C)C)(C)(C)C.C([O-])([O-])=O.[Cs+].[Cs+]>C1COCC1.C1C=CC(/C=C/C(/C=C/C2C=CC=CC=2)=O)=CC=1.C1C=CC(/C=C/C(/C=C/C2C=CC=CC=2)=O)=CC=1.C1C=CC(/C=C/C(/C=C/C2C=CC=CC=2)=O)=CC=1.[Pd].[Pd]>[Cl:20][C:16]1[CH:15]=[C:14]([S:11]([NH:10][C:9]2[CH:8]=[C:7]([CH3:21])[N:6]=[C:5]3[S:22][C:2]([N:31]4[CH2:35][CH2:34][CH2:33][CH2:32]4)=[C:3]([C:23]4[CH:28]=[CH:27][CH:26]=[C:25]([O:29][CH3:30])[CH:24]=4)[C:4]=23)(=[O:13])=[O:12])[CH:19]=[CH:18][CH:17]=1 |f:3.4.5,7.8.9.10.11|. Reported procedure: A mixture of N-{2-bromo-6-methyl-3-[3-(methyloxy)phenyl]thieno[2,3-b]pyridin-4-yl}-3-chlorobenzenesulfonamide (50 mg, 0.095 mmol) (Example 33), pyrrolidine (0.039 mL, 0.477 mmol), Pd2(dba)3 (8.74 mg, 9.54 μmol), 2-di-tert-butylphosphino-2′,4′,6′-triisopropylbiphenyl (8.11 mg, 0.019 mmol) and Cs2CO3 (93 mg, 0.286 mmol) in THF (1 mL) was heated at 70° C. for 19 h. The mixture was then filtered through celite and the filtrate concentrated. Purification by chromatography on silica gel, eluting with ...